describe an organic reaction: reactants, conditions, products, and yield From a dataset of the Open Reaction Database (ORD), a public repository of structured organic reaction records. The reactants are C(C)OC1=CC=C(\C=C/2\C(N(C(S2)=O)CCC)=O)C=C1 ((Z)-5-(4-ethoxybenzylidene)-3-propylthiazolidine-2,4-dione), C(C)OC1=CC=C(\C=C/2\C(NC(S2)=O)=O)C=C1 ((Z)-5-(4-ethoxybenzylidene)thiazolidine-2,4-dione), C(#N)C1=CC=C(CBr)C=C1 (p-cyanobenzyl bromide), C([O-])([O-])=O.[K+].[K+] (potassium carbonate). Yields the product C(C)OC1=CC=C(\C=C/2\C(N(C(S2)=O)CC2=CC=C(C#N)C=C2)=O)C=C1 ((Z)-4-((5-(4-ethoxybenzylidene)-2,4-dioxothiazolidin-3-yl)methyl)benzonitrile). As a reaction SMILES: [CH2:1]([O:3][C:4]1[CH:17]=[CH:16][C:7](/[CH:8]=[C:9]2/[C:10](=[O:15])[NH:11][C:12](=[O:14])[S:13]/2)=[CH:6][CH:5]=1)[CH3:2].[C:18]([C:20]1[CH:27]=[CH:26][C:23]([CH2:24]Br)=[CH:22][CH:21]=1)#[N:19].C(=O)([O-])[O-].[K+].[K+].C(OC1C=CC(/C=C2/C(=O)N(CCC)C(=O)S/2)=CC=1)C>>[CH2:1]([O:3][C:4]1[CH:17]=[CH:16][C:7](/[CH:8]=[C:9]2/[C:10](=[O:15])[N:11]([CH2:24][C:23]3[CH:26]=[CH:27][C:20]([C:18]#[N:19])=[CH:21][CH:22]=3)[C:12](=[O:14])[S:13]/2)=[CH:6][CH:5]=1)[CH3:2] |f:2.3.4|. Reported procedure: The title compound 28m was prepared from compound 2 (75 mg, 0.30 mmol), p-cyanobenzyl bromide (65 mg, 0.33 mmol) and potassium carbonate (83 mg, 0.60 mmol) in a manner similar to that described for 28d in 81.5% (89 mg) yield as a light-yellow solid. Yields the product ON=C1CCc2cc(-c3cc(C4=CCNCC4)oc3-c3ccncc3)ccc21. RXN SMILES: [CH2:46]1[O:47][CH2:48][CH2:49][CH2:50]1.[CH3:31][O:32][C:33]([NH:34][S:35]([N+:36]([CH2:37][CH3:38])([CH2:39][CH3:40])[CH2:41][CH3:42])(=[O:43])=[O:44])=[O:45].[CH3:51][CH2:52][O:53][C:54](=[O:55])[CH3:56].[OH-:30].[OH2:57].[OH:1][C:2]1([c:8]2[cH:9][c:10](-[c:19]3[cH:20][c:21]4[c:25]([cH:26][cH:27]3)[C:24](=[N:28][OH:29])[CH2:23][CH2:22]4)[c:11](-[c:13]3[cH:14][cH:15][n:16][cH:17][cH:18]3)[o:12]2)[CH2:3][CH2:4][NH:5][CH2:6][CH2:7]1>>[C:2]1([c:8]2[cH:9][c:10](-[c:19]3[cH:20][c:21]4[c:25]([cH:26][cH:27]3)[C:24](=[N:28][OH:29])[CH2:23][CH2:22]4)[c:11](-[c:13]3[cH:14][cH:15][n:16][cH:17][cH:18]3)[o:12]2)=[CH:3][CH2:4][NH:5][CH2:6][CH2:7]1. Starting materials: C1CCOC1, CC[N+](CC)(CC)S(=O)(=O)NC(=O)OC, CCOC(C)=O, [OH-], O, ON=C1CCc2cc(-c3cc(C4(O)CCNCC4)oc3-c3ccncc3)ccc21. Yields the product COC(C1=C(C=C(C=C1)I)C1=CC=CC=C1)=O (4-iodo-2-phenylbenzoic acid methyl ester). The yield is 58.9%. RXN SMILES: [CH3:1][O:2][C:3](=[O:17])[C:4]1[CH:9]=[CH:8][C:7](N)=[CH:6][C:5]=1[C:11]1[CH:16]=[CH:15][CH:14]=[CH:13][CH:12]=1.N([O-])=O.[Na+].O.[I-:23].[K+]>Cl.CC(C)=O.CCOCC>[CH3:1][O:2][C:3](=[O:17])[C:4]1[CH:9]=[CH:8][C:7]([I:23])=[CH:6][C:5]=1[C:11]1[CH:16]=[CH:15][CH:14]=[CH:13][CH:12]=1 |f:1.2,4.5|. Run in CCOCC (ether), Cl (HCl), CC(=O)C (acetone). Conditions: temperature 5 celsius, time 30 minute. Starting materials: N(=O)[O-].[Na+] (sodium nitrite), O (water), [I-].[K+] (potassium iodide), O (water), COC(C1=C(C=C(C=C1)N)C1=CC=CC=C1)=O (2-phenyl-4-aminobenzoic acid methyl ester). Reported procedure: To a 0° C. suspension of the 2-phenyl-4-aminobenzoic acid methyl ester prepared in Example 210B (4.54 g, 20 mmol) in 6.0 N HCl (20 mL) and acetone (10 mL) was added dropwise a solution of sodium nitrite (1.66 g, 24 mmol) in a minimum amount of water. After 30 minutes, potassium iodide (6.64 g, 40 mmol) in a minimum amount of water was added dropwise to the reaction mixture. The internal temperature of the reaction mixture was maintained under 5° C. for both additions. The reaction mixture was th... Starting materials: C(C)C1=C(C=CC=C1C=1SC(=NN1)C1=CC(=C(C=C1)OC(C)C)C(F)(F)F)CN1CCC(CC1)C(=O)OCC (ethyl 1-[(2-ethyl-3-{5-[4-[(1-methylethyl)oxy]-3-(trifluoromethyl)phenyl]-1,3,4-thiadiazol-2-yl}phenyl)methyl]-4-piperidinecarboxylate), [OH-].[Na+] (sodium hydroxide), Cl (HCl). Run in C(C)(C)O (isopropanol), O (water). Reaction conditions: time 1 hour. Yields the product C(C)C1=C(C=CC=C1C=1SC(=NN1)C1=CC(=C(C=C1)OC(C)C)C(F)(F)F)CN1CCC(CC1)C(=O)O (1-[(2-ethyl-3-{5-[4-[(1-methylethyl)oxy]-3-(trifluoromethyl)phenyl]-1,3,4-thiadiazol-2-yl}phenyl)methyl]-4-piperidinecarboxylic acid). Yield: 40.5%. Reaction SMILES: [CH2:1]([C:3]1[C:8]([C:9]2[S:10][C:11]([C:14]3[CH:19]=[CH:18][C:17]([O:20][CH:21]([CH3:23])[CH3:22])=[C:16]([C:24]([F:27])([F:26])[F:25])[CH:15]=3)=[N:12][N:13]=2)=[CH:7][CH:6]=[CH:5][C:4]=1[CH2:28][N:29]1[CH2:34][CH2:33][CH:32]([C:35]([O:37]CC)=[O:36])[CH2:31][CH2:30]1)[CH3:2].[OH-].[Na+].Cl>C(O)(C)C.O>[CH2:1]([C:3]1[C:8]([C:9]2[S:10][C:11]([C:14]3[CH:19]=[CH:18][C:17]([O:20][CH:21]([CH3:23])[CH3:22])=[C:16]([C:24]([F:27])([F:26])[F:25])[CH:15]=3)=[N:12][N:13]=2)=[CH:7][CH:6]=[CH:5][C:4]=1[CH2:28][N:29]1[CH2:30][CH2:31][CH:32]([C:35]([OH:37])=[O:36])[CH2:33][CH2:34]1)[CH3:2] |f:1.2|. Reported procedure: To a solution of ethyl 1-[(2-ethyl-3-{5-[4-[(1-methylethyl)oxy]-3-(trifluoromethyl)phenyl]-1,3,4-thiadiazol-2-yl}phenyl)methyl]-4-piperidinecarboxylate (D7) (130 mg) in isopropanol (5 mL) and water (5 mL) was added sodium hydroxide (50 mg). The reaction mixture was stirred at room temperature for 1 h. The reaction mixture was neutralized with 2N HCl till pH ˜6.0. The mixture was extracted with EA/THF for 3 times. The combined organic layers were washed with brine, dried over anhydrous sodium sul... The reactants are COC(=O)C(C)(C)CCN1CCN(C(=O)OCc2ccccc2)C(C)C1=O, [Li+], [OH-]. Reaction SMILES: [CH2:1]([c:2]1[cH:3][cH:4][cH:5][cH:6][cH:7]1)[O:8][C:9](=[O:10])[N:11]1[CH:12]([CH3:27])[C:13](=[O:26])[N:14]([CH2:17][CH2:18][C:19]([CH3:20])([CH3:21])[C:22](=[O:23])[O:24][CH3:25])[CH2:15][CH2:16]1.[Li+:28].[OH-:29]>>[CH2:1]([c:2]1[cH:3][cH:4][cH:5][cH:6][cH:7]1)[O:8][C:9](=[O:10])[N:11]1[CH:12]([CH3:27])[C:13](=[O:26])[N:14]([CH2:17][CH2:18][C:19]([CH3:20])([CH3:21])[C:22](=[O:23])[OH:24])[CH2:15][CH2:16]1. The product is CC1C(=O)N(CCC(C)(C)C(=O)O)CCN1C(=O)OCc1ccccc1. As a reaction SMILES: [CH2:1]([NH:5][C:6](=[O:20])[CH2:7][CH2:8][NH:9][S:10]([C:13]1[CH:18]=[CH:17][C:16]([CH3:19])=[CH:15][CH:14]=1)(=[O:12])=[O:11])[CH2:2][CH2:3][CH3:4].[H-].[Na+].Br[CH2:24][CH2:25][C:26]([NH:28][CH2:29][CH2:30][CH2:31][CH3:32])=[O:27].BrCCC(O)=O.C(N)CCC>O1CCCC1.C(Cl)Cl>[CH2:1]([NH:5][C:6](=[O:20])[CH2:7][CH2:8][N:9]([CH2:24][CH2:25][C:26](=[O:27])[NH:28][CH2:29][CH2:30][CH2:31][CH3:32])[S:10]([C:13]1[CH:18]=[CH:17][C:16]([CH3:19])=[CH:15][CH:14]=1)(=[O:12])=[O:11])[CH2:2][CH2:3][CH3:4] |f:1.2|. Starting materials: C(CCC)NC(CCNS(=O)(=O)C1=CC=C(C=C1)C)=O (N-butyl-3-(toluene-4-sulfonylamino)-propionamide), [H-].[Na+] (sodium hydride), BrCCC(=O)NCCCC (3-bromo-N-butyl-propionamide), BrCCC(=O)O (Br(CH2)2CO2H), C(CCC)N (butyl amine). Yields the product C(CCC)NC(CCN(S(=O)(=O)C1=CC=C(C=C1)C)CCC(NCCCC)=O)=O (N-butyl-3-[(2-butylcarbamoyl-ethyl)-(toluene-4-sulfonyl)-amino]-propionamide). Procedure details: Dissolve N-butyl-3-(toluene-4-sulfonylamino)-propionamide (10 mmol) prepared in Scheme VI, step B in tetrahydrofuran (50 mL) and treat with sodium hydride (10 mmol). Stir the reaction for 30 minutes and add 3-bromo-N-butyl-propionamide (10 mmol) [prepared from amidation between Br(CH2)2CO2H and butyl amine under conditions well known in the art as previously described generally]. Heat the reaction to reflux for 5 hours. After cooling dilute the reaction with methylene chloride (150 mL), rinse wi... Solvent: C(Cl)Cl (methylene chloride), O1CCCC1 (tetrahydrofuran). Reactants: CC(=O)O[BH-](OC(C)=O)OC(C)=O, CC(=O)O, CC(Cl)Cl, Fc1cc(N2CCNCC2)c2ncccc2c1, [Na+], O=C1CCN(c2cccc3cccnc23)CC1. Yields the product Fc1cc(N2CCN(C3CCN(c4cccc5cccnc45)CC3)CC2)c2ncccc2c1. Reaction SMILES: [C:35]([O:36][BH-:37]([O:38][C:39](=[O:40])[CH3:41])[O:42][C:43](=[O:44])[CH3:45])(=[O:46])[CH3:47].[CH3:49][C:50](=[O:51])[OH:52].[Cl:53][CH:54]([Cl:55])[CH3:56].[F:1][c:2]1[cH:3][c:4]2[cH:5][cH:6][cH:7][n:8][c:9]2[c:10]([N:12]2[CH2:13][CH2:14][NH:15][CH2:16][CH2:17]2)[cH:11]1.[Na+:48].[n:18]1[cH:19][cH:20][cH:21][c:22]2[cH:23][cH:24][cH:25][c:26]([N:28]3[CH2:29][CH2:30][C:31](=[O:34])[CH2:32][CH2:33]3)[c:27]12>>[F:1][c:2]1[cH:3][c:4]2[cH:5][cH:6][cH:7][n:8][c:9]2[c:10]([N:12]2[CH2:13][CH2:14][N:15]([CH:31]3[CH2:30][CH2:29][N:28]([c:26]4[cH:25][cH:24][cH:23][c:22]5[cH:21][cH:20][cH:19][n:18][c:27]54)[CH2:33][CH2:32]3)[CH2:16][CH2:17]2)[cH:11]1.